Dataset: the Open Reaction Database (ORD), a public repository of structured organic reaction records. Task: describe an organic reaction: reactants, conditions, products, and yield Yields the product Cl.NC(C)C(CC1=NC=C(C=C1)Cl)C1=CC=CC=C1 (2-Amino-4-(5-chloro-2-pyridyl)-3-phenylbutane hydrochloride salt). Reaction SMILES: [Cl:1][C:2]1[CH:3]=[CH:4][C:5]([CH2:8]Cl)=[N:6][CH:7]=1.[C:10]1([CH2:16][C:17](=O)[CH3:18])[CH:15]=[CH:14][CH:13]=[CH:12][CH:11]=1.ClC1C=CC(CBr)=CC=1.[N:29]1C=CC=C(CC(=O)C)C=1>>[ClH:1].[NH2:29][CH:17]([CH:16]([C:10]1[CH:15]=[CH:14][CH:13]=[CH:12][CH:11]=1)[CH2:8][C:5]1[CH:4]=[CH:3][C:2]([Cl:1])=[CH:7][N:6]=1)[CH3:18] |f:4.5|. Reported procedure: 5-Chloro-2-choromethylpyridine (Weidmann, K. et al. J. Med. Chem. 1992, 35, 438) and phenylacetone were used in place of 4-chlorobenzyl bromide and 3-pyridylacetone in Step A of Reference Example 4. LC-MS: m/e 261 (M+H)+. Starting materials: ClC=1C=CC(=NC1)CCl (5-Chloro-2-choromethylpyridine), N1=CC(=CC=C1)CC(C)=O (3-pyridylacetone), C1(=CC=CC=C1)CC(C)=O (phenylacetone), ClC1=CC=C(CBr)C=C1 (4-chlorobenzyl bromide). Reactants: NC(CSC(c1ccccc1)(c1ccccc1)c1ccccc1)C(=O)O, ClCCl, CCN(C(C)C)C(C)C, O=S(=O)(OS(=O)(=O)C(F)(F)F)C(F)(F)F, OCC(F)(F)C(F)(F)F. The product is O=C(O)C(CSC(c1ccccc1)(c1ccccc1)c1ccccc1)NCC(F)(F)C(F)(F)F. Reaction SMILES: [C:34]([c:35]1[cH:36][cH:37][cH:38][cH:39][cH:40]1)([c:41]1[cH:42][cH:43][cH:44][cH:45][cH:46]1)([c:47]1[cH:48][cH:49][cH:50][cH:51][cH:52]1)[S:53][CH2:54][CH:55]([NH2:56])[C:57](=[O:58])[OH:59].[CH2:60]([Cl:61])[Cl:62].[CH:10]([N:11]([CH2:12][CH3:13])[CH:14]([CH3:15])[CH3:16])([CH3:17])[CH3:18].[F:19][C:20]([S:21]([O:22][S:23]([C:24]([F:25])([F:26])[F:27])(=[O:28])=[O:29])(=[O:30])=[O:31])([F:32])[F:33].[F:1][C:2]([CH2:3][OH:4])([C:5]([F:6])([F:7])[F:8])[F:9]>>[F:1][C:2]([CH2:3][NH:56][CH:55]([CH2:54][S:53][C:34]([c:35]1[cH:36][cH:37][cH:38][cH:39][cH:40]1)([c:41]1[cH:42][cH:43][cH:44][cH:45][cH:46]1)[c:47]1[cH:48][cH:49][cH:50][cH:51][cH:52]1)[C:57](=[O:58])[OH:59])([C:5]([F:6])([F:7])[F:8])[F:9]. The reactants are C=1C=CN2C1CN(C1=C(C2)C=CC=C1)C(=O)C1=C(C=C(C(=C1)Cl)B1OC(C(O1)(C)C)(C)C)OC ((10,11-Dihydro-5H-pyrrolo[2,1-c][1,4]benzodiazepin-10-yl)-[5-chloro-2-methoxy-4-(4,4,5,5-tetramethyl-[1,3,2]dioxaborolan-2-yl)-phenyl]-methanone), C(C)(=O)OCC (ethyl acetate), FC(S(=O)(=O)OC1=CCCCC1)(F)F (cyclohex-1-en-1-yl trifluoromethanesulfonate), C([O-])([O-])=O.[Na+].[Na+] (sodium carbonate). Reagents/catalysts: C1=CC=C(C=C1)[PH+](C2=CC=CC=C2)[C]3[CH][CH][CH][CH]3.C1=CC=C(C=C1)[PH+](C2=CC=CC=C2)[C]3[CH][CH][CH][CH]3.C(Cl)Cl.Cl[Pd]Cl.[Fe] (dichloro[1,1′-bis(diphenylphosphino)ferrocene]palladium(II) dichloromethane adduct). Solvent: CN(C=O)C (N,N-dimethylformamide). Run at temperature 60 celsius. Product: ClC=1C(=CC(=C(C(=O)N2CC=3N(CC4=C2C=CC=C4)C=CC3)C1)OC)C1=CCCCC1 (10-(5-Chloro-4-cyclohex-1-en-1-yl-2-methoxybenzoyl)-10,11-dihydro-5H-pyrrolo[2,1-c][1,4]benzodiazepine). The yield is 70.5%. RXN SMILES: [CH:1]1[CH:2]=[CH:3][N:4]2[CH2:10][C:9]3[CH:11]=[CH:12][CH:13]=[CH:14][C:8]=3[N:7]([C:15]([C:17]3[CH:22]=[C:21]([Cl:23])[C:20](B4OC(C)(C)C(C)(C)O4)=[CH:19][C:18]=3[O:33][CH3:34])=[O:16])[CH2:6][C:5]=12.FC(F)(F)S(O[C:41]1[CH2:46][CH2:45][CH2:44][CH2:43][CH:42]=1)(=O)=O.C(=O)([O-])[O-].[Na+].[Na+].C(OCC)(=O)C>CN(C)C=O.C1C=CC([PH+]([C]2[CH][CH][CH][CH]2)C2C=CC=CC=2)=CC=1.C1C=CC([PH+]([C]2[CH][CH][CH][CH]2)C2C=CC=CC=2)=CC=1.C(Cl)Cl.Cl[Pd]Cl.[Fe]>[Cl:23][C:21]1[C:20]([C:41]2[CH2:46][CH2:45][CH2:44][CH2:43][CH:42]=2)=[CH:19][C:18]([O:33][CH3:34])=[C:17]([CH:22]=1)[C:15]([N:7]1[C:8]2[CH:14]=[CH:13][CH:12]=[CH:11][C:9]=2[CH2:10][N:4]2[CH:3]=[CH:2][CH:1]=[C:5]2[CH2:6]1)=[O:16] |f:2.3.4,7.8.9.10.11,^1:70,71,72,73,74,88,89,90,91,92|. Procedure details: (10,11-Dihydro-5H-pyrrolo[2,1-c][1,4]benzodiazepin-10-yl)-[5-chloro-2-methoxy-4-(4,4,5,5-tetramethyl-[1,3,2]dioxaborolan-2-yl)-phenyl]-methanone of Step E (0.220 g, 0.459 mmol), cyclohex-1-en-1-yl trifluoromethanesulfonate (0.116 g, 0.505 mmol) and dichloro[1,1′-bis(diphenylphosphino)ferrocene]palladium(II) dichloromethane adduct (0.011 g, 0.014 mmol) were combined in N,N-dimethylformamide (2.3 mL). 2 M aqueous sodium carbonate (1.15 mL, 2.30 mmol) was added and the reaction heated to 60° C. for... Starting materials: C1(=CC=CC=C1)P(C1=CC=CC=C1)C1=CC=CC=C1 (triphenylphosphine), N(=NC(=O)OCC)C(=O)OCC (diethyl azodicarboxylate), FC1=C(C(=CC=C1F)NC=C(C(=O)OCC)C(=O)OCC)OCC(C)O (2,3-Difluoro-6-(2,2-diethoxycarbonylethenyl)amino-[(2-hydroxypropyl)oxy]benzene). The solvent is O1CCCC1 (tetrahydrofuran), O1CCCC1 (tetrahydrofuran). Procedure: To a solution of 341 mg of triphenylphosphine in 5 ml of anhydrous tetrahydrofuran was added dropwise 226 mg of diethyl azodicarboxylate and the mixture was stirred under cooling with ice for 20 minutes. To this solution was added a solution of 373 mg of the compound obtained in Example 3 in 3 ml of anhydrous tetrahydrofuran, and the mixture was stirred at room temperature overnight. RXN SMILES: C1(P(C2C=CC=CC=2)C2C=CC=CC=2)C=CC=CC=1.N(C(OCC)=O)=NC(OCC)=O.[F:32][C:33]1[C:38]([F:39])=[CH:37][CH:36]=[C:35]([NH:40][CH:41]=[C:42]([C:48]([O:50][CH2:51][CH3:52])=[O:49])[C:43]([O:45][CH2:46][CH3:47])=[O:44])[C:34]=1[O:53][CH2:54][CH:55](O)[CH3:56]>O1CCCC1>[F:39][C:38]1[CH:37]=[CH:36][C:35]2[N:40]([CH:41]=[C:42]([C:48]([O:50][CH2:51][CH3:52])=[O:49])[C:43]([O:45][CH2:46][CH3:47])=[O:44])[CH:55]([CH3:56])[CH2:54][O:53][C:34]=2[C:33]=1[F:32]. Yields the product FC1=C(C2=C(N(C(CO2)C)C=C(C(=O)OCC)C(=O)OCC)C=C1)F (Diethyl (7,8-difluoro-3-methyl-3,4-dihydro-2H-[1,4]benzoxazine-4-yl)methylenemalonate). Reactants: OCC#CCBr, CCO, [Na+], C1CCC(OC2CCCCO2)OC1, [OH-], O, Oc1ccccc1. Product: C1CCC(OC2CCCCO2)OC1, OCC#CCOc1ccccc1. Reaction SMILES: [Br:23][CH2:24][C:25]#[C:26][CH2:27][OH:28].[CH3:30][CH2:31][OH:32].[Na+:9].[O:10]1[CH:11]([O:16][CH:17]2[O:18][CH2:19][CH2:20][CH2:21][CH2:22]2)[CH2:12][CH2:13][CH2:14][CH2:15]1.[OH-:8].[OH2:29].[OH:1][c:2]1[cH:3][cH:4][cH:5][cH:6][cH:7]1>>[O:10]1[CH:11]([O:16][CH:17]2[O:18][CH2:19][CH2:20][CH2:21][CH2:22]2)[CH2:12][CH2:13][CH2:14][CH2:15]1.[O:1]([c:2]1[cH:3][cH:4][cH:5][cH:6][cH:7]1)[CH2:24][C:25]#[C:26][CH2:27][OH:28].